This data is from the Open Reaction Database (ORD), a public repository of structured organic reaction records. The task is: describe an organic reaction: reactants, conditions, products, and yield The reactants are C(C)(C)(C)C1=CC=C(C=C1)S(=O)(=O)N(C1=CC=C2C=NNC2=C1)CC(=O)O ([(4-tert-butyl-benzenesulfonyl)-(1H-indazol-6-yl)-amino]-acetic acid), C(C)NCC (diethylamine). Product: C(C)(C)(C)C1=CC=C(C=C1)S(=O)(=O)N(CC(=O)N(CC)CC)C1=CC=C2C=NNC2=C1 (2-[(4-tert-Butyl-benzenesulfonyl)-(1H-indazol-6-yl)-amino]-N,N-diethyl-acetamide). As a reaction SMILES: [C:1]([C:5]1[CH:10]=[CH:9][C:8]([S:11]([N:14]([CH2:24][C:25](O)=[O:26])[C:15]2[CH:23]=[C:22]3[C:18]([CH:19]=[N:20][NH:21]3)=[CH:17][CH:16]=2)(=[O:13])=[O:12])=[CH:7][CH:6]=1)([CH3:4])([CH3:3])[CH3:2].[CH2:28]([NH:30][CH2:31][CH3:32])[CH3:29]>>[C:1]([C:5]1[CH:10]=[CH:9][C:8]([S:11]([N:14]([C:15]2[CH:23]=[C:22]3[C:18]([CH:19]=[N:20][NH:21]3)=[CH:17][CH:16]=2)[CH2:24][C:25]([N:30]([CH2:31][CH3:32])[CH2:28][CH3:29])=[O:26])(=[O:12])=[O:13])=[CH:7][CH:6]=1)([CH3:2])([CH3:3])[CH3:4]. Procedure details: prepared by reaction of [(4-tert-butyl-benzenesulfonyl)-(1H-indazol-6-yl)-amino]-acetic acid with diethylamine Starting materials: C(C)OC(=O)C1=CC(=CC=2N1N=C(N2)NC(=O)NCC)Br (7-bromo-2-(3-ethyl-ureido)-[1,2,4]triazolo[1,5-a]pyridine-5-carboxylic acid ethyl ester), C(C)(=O)[O-].[Na+] (sodium acetate), N1=CN=CC(=C1)B(O)O (pyrimidine-5-boronic acid), O (water). Product: C(C)OC(=O)C1=CC(=CC=2N1N=C(N2)NC(=O)NCC)C=2C=NC=NC2 (2-(3-ethyl-ureido)-7-pyrimidin-5-yl-[1,2,4]triazolo[1,5-a]pyridine-5-carboxylic acid ethyl ester). The reagents and catalysts are C1=CC=C(C=C1)P([C-]2C=CC=C2)C3=CC=CC=C3.C1=CC=C(C=C1)P([C-]2C=CC=C2)C3=CC=CC=C3.[Fe+2] (dppf), C1=CC=C(C=C1)C#N.C1=CC=C(C=C1)C#N.Cl[Pd]Cl (PdCl2(PhCN)2). The solvent is C1(=CC=CC=C1)C (toluene), C(C)O (ethanol). Reported procedure: A mixture of 7-bromo-2-(3-ethyl-ureido)-[1,2,4]triazolo[1,5-a]pyridine-5-carboxylic acid ethyl ester (0.548 g, 1.54 mmol/prepared as in Example 6, Step 4) sodium acetate (0.63 g, 7.68 mmol), dppf (86 mg, 0.155 mmol), pyrimidine-5-boronic acid (0.289 g, 2.33 mmol) in toluene (30 mL)/water (6 mL)/ethanol (6 mL) was purged with nitrogen. PdCl2(PhCN)2 (60 mg, 0.156 mmol) was added and the mixture was purged with nitrogen then refluxed for 0.5 h. The reaction mixture was cooled and the resulting crys... As a reaction SMILES: [CH2:1]([O:3][C:4]([C:6]1[N:11]2[N:12]=[C:13]([NH:15][C:16]([NH:18][CH2:19][CH3:20])=[O:17])[N:14]=[C:10]2[CH:9]=[C:8](Br)[CH:7]=1)=[O:5])[CH3:2].C([O-])(=O)C.[Na+].[N:27]1[CH:32]=[C:31](B(O)O)[CH:30]=[N:29][CH:28]=1.O>C1(C)C=CC=CC=1.C1C=CC(P(C2C=CC=CC=2)[C-]2C=CC=C2)=CC=1.C1C=CC(P(C2C=CC=CC=2)[C-]2C=CC=C2)=CC=1.[Fe+2].C1C=CC(C#N)=CC=1.C1C=CC(C#N)=CC=1.Cl[Pd]Cl.C(O)C>[CH2:1]([O:3][C:4]([C:6]1[N:11]2[N:12]=[C:13]([NH:15][C:16]([NH:18][CH2:19][CH3:20])=[O:17])[N:14]=[C:10]2[CH:9]=[C:8]([C:31]2[CH:32]=[N:27][CH:28]=[N:29][CH:30]=2)[CH:7]=1)=[O:5])[CH3:2] |f:1.2,6.7.8,9.10.11|. The reactants are O=C1CCC(=O)O1, O=C([O-])[O-], Cc1cc(C)c(CO)c(C)c1, [Cs+], [Cs+], C1COCCO1. The product is Cc1cc(C)c(COC(=O)CCC(=O)O)c(C)c1. As a reaction SMILES: [C:12]1(=[O:18])[CH2:13][CH2:14][C:15](=[O:16])[O:17]1.[C:19](=[O:20])([O-:21])[O-:22].[CH3:1][c:2]1[c:3]([CH2:4][OH:5])[c:6]([CH3:11])[cH:7][c:8]([CH3:10])[cH:9]1.[Cs+:23].[Cs+:24].[O:25]1[CH2:26][CH2:27][O:28][CH2:29][CH2:30]1>>[CH3:1][c:2]1[c:3]([CH2:4][O:5][C:12]([CH2:13][CH2:14][C:15](=[O:16])[OH:17])=[O:18])[c:6]([CH3:11])[cH:7][c:8]([CH3:10])[cH:9]1. Starting materials: CN(C)C=O, CN1CC=C(c2c[nH]c3ccc([N+](=O)[O-])cc23)CC1, O=S(=O)(Cl)C1CCCCC1, [H-], [Na+], O. The product is CN1CC=C(c2cn(S(=O)(=O)C3CCCCC3)c3ccc([N+](=O)[O-])cc23)CC1. Reaction SMILES: [CH3:33][N:34]([CH3:35])[CH:36]=[O:37].[CH3:3][N:4]1[CH2:5][CH2:6][C:7]([c:10]2[cH:11][nH:12][c:13]3[cH:14][cH:15][c:16]([N+:19](=[O:20])[O-:21])[cH:17][c:18]23)=[CH:8][CH2:9]1.[CH:22]1([S:28](=[O:29])(=[O:30])[Cl:31])[CH2:23][CH2:24][CH2:25][CH2:26][CH2:27]1.[H-:1].[Na+:2].[OH2:32]>>[CH3:3][N:4]1[CH2:5][CH2:6][C:7]([c:10]2[cH:11][n:12]([S:28]([CH:22]3[CH2:23][CH2:24][CH2:25][CH2:26][CH2:27]3)(=[O:29])=[O:30])[c:13]3[cH:14][cH:15][c:16]([N+:19](=[O:20])[O-:21])[cH:17][c:18]23)=[CH:8][CH2:9]1. Starting materials: BrBr (bromine), C(C)OC(CC1=NC=CC=C1)=O (2-pyridylacetic acid ethyl ester), BrBr (bromine). Solvent: C(Cl)(Cl)(Cl)Cl (carbon tetrachloride), C(Cl)(Cl)(Cl)Cl (carbon tetrachloride). Reaction conditions: temperature 0 celsius, time 30 minute. Product: C(C)OC(C(C1=NC=CC=C1)Br)=O (2-Bromo-2-(pyrid-2-yl)-acetic acid ethyl ester). RXN SMILES: [CH2:1]([O:3][C:4](=[O:12])[CH2:5][C:6]1[CH:11]=[CH:10][CH:9]=[CH:8][N:7]=1)[CH3:2].[Br:13]Br>C(Cl)(Cl)(Cl)Cl>[CH2:1]([O:3][C:4](=[O:12])[CH:5]([Br:13])[C:6]1[CH:11]=[CH:10][CH:9]=[CH:8][N:7]=1)[CH3:2]. Procedure: 16.52 g (100 mmol) of 2-pyridylacetic acid ethyl ester is dissolved in 50 ml of carbon tetrachloride. It is cooled to 0° C. and 15.98 g (100 mmol) of bromine, dissolved in 15 ml of carbon tetrachloride, is then instilled in it within 30 minutes. Then, it is allowed to react for one more hour at 25° C. The bromine coloring fades away. It is concentrated by evaporation in a vacuum and obtains the hydrobromide of the title compound. The free compound is obtained by extraction of ether from the aque... Reactants: SC=1C=C(C=CC1)OC (3-mercaptoanisole), BrC(C(=O)C1=CC=C(C=C1)Br)C (2,4′-dibromopropiophenone). Product: BrC1=CC=C(C=C1)C=1C2=C(SC1C)C=C(C=C2)O (3-(4-bromo-phenyl)-2-methyl-benzo[b]thiophen-6-ol). As a reaction SMILES: [SH:1][C:2]1[CH:3]=[C:4]([O:8]C)[CH:5]=[CH:6][CH:7]=1.Br[CH:11]([CH3:21])[C:12]([C:14]1[CH:19]=[CH:18][C:17]([Br:20])=[CH:16][CH:15]=1)=O>>[Br:20][C:17]1[CH:18]=[CH:19][C:14]([C:12]2[C:7]3[CH:6]=[CH:5][C:4]([OH:8])=[CH:3][C:2]=3[S:1][C:11]=2[CH3:21])=[CH:15][CH:16]=1. Reported procedure: In analogy to examples 26.1-26.3, 3-mercaptoanisole and 2,4′-dibromopropiophenone were converted to yield 3-(4-bromo-phenyl)-2-methyl-benzo[b]thiophen-6-ol as colorless amorphous solid, MS: 318 (M, 1Br). Reactants: C(#N)/C(/C(=O)NC(=O)OCC)=C(\C)/OCC (α-Cyano-β-ethoxy-N-ethoxycarbonylcrotonamide), CC1=C(N)C(=CC=C1)C (2,6-dimethylaniline). The solvent is C(C)O (ethanol). The product is C(#N)/C(/C(=O)NC(=O)OCC)=C(\C)/NC1=C(C=CC=C1C)C (α-cyano-β-(2,6-dimethylanilino)-N-ethoxycarbonylcrotonamide). Reaction SMILES: [C:1](/[C:3](=[C:12](/OCC)\[CH3:13])/[C:4]([NH:6][C:7]([O:9][CH2:10][CH3:11])=[O:8])=[O:5])#[N:2].[CH3:17][C:18]1[CH:24]=[CH:23][CH:22]=[C:21]([CH3:25])[C:19]=1[NH2:20]>C(O)C>[C:1](/[C:3](=[C:12](/[NH:20][C:19]1[C:21]([CH3:25])=[CH:22][CH:23]=[CH:24][C:18]=1[CH3:17])\[CH3:13])/[C:4]([NH:6][C:7]([O:9][CH2:10][CH3:11])=[O:8])=[O:5])#[N:2]. Procedure: α-Cyano-β-ethoxy-N-ethoxycarbonylcrotonamide (0.05 mol) is reacted with 2,6-dimethylaniline (0.05 mol) in hot ethanol using the procedure of Example 1 to yield α-cyano-β-(2,6-dimethylanilino)-N-ethoxycarbonylcrotonamide, which is cyclized by heating in tetralin to yield 5-cyano-1-(2,6-dimethylphenyl)-6-methyluracil, m.p. 302°-303°.